From a dataset of the Open Reaction Database (ORD), a public repository of structured organic reaction records. describe an organic reaction: reactants, conditions, products, and yield Reactants: C1CCOC1, CNS(=O)(=O)c1ccc(O)c(C(=O)OC)c1, CC(C)(C)OC(=O)N=NC(=O)OC(C)(C)C, OC1CCCC1, c1ccc(P(c2ccccc2)c2ccccc2)cc1. Yields the product CNS(=O)(=O)c1ccc(OC2CCCC2)c(C(=O)OC)c1. Reaction SMILES: [CH2:58]1[O:59][CH2:60][CH2:61][CH2:62]1.[CH3:1][O:2][C:3]([c:4]1[c:5]([OH:15])[cH:6][cH:7][c:8]([S:10]([NH:11][CH3:12])(=[O:13])=[O:14])[cH:9]1)=[O:16].[N:42]([C:43]([O:44][C:45]([CH3:46])([CH3:47])[CH3:48])=[O:49])=[N:50][C:51]([O:52][C:53]([CH3:54])([CH3:55])[CH3:56])=[O:57].[OH:17][CH:18]1[CH2:19][CH2:20][CH2:21][CH2:22]1.[c:23]1([P:24]([c:25]2[cH:26][cH:27][cH:28][cH:29][cH:30]2)[c:31]2[cH:32][cH:33][cH:34][cH:35][cH:36]2)[cH:37][cH:38][cH:39][cH:40][cH:41]1>>[CH3:1][O:2][C:3]([c:4]1[c:5]([O:15][CH:18]2[CH2:19][CH2:20][CH2:21][CH2:22]2)[cH:6][cH:7][c:8]([S:10]([NH:11][CH3:12])(=[O:13])=[O:14])[cH:9]1)=[O:16]. The reactants are C(C)(C)(C)OC(=O)NC(C(=O)OCC)CC=1C(=NOC1C(=O)OCC)O (ethyl (RS)-2-tert-butoxycarbonylamino-3-(5-ethoxycarbonyl-3-hydroxyisoxazol-4-yl)propionate), C(=O)([O-])[O-].[K+].[K+] (K2CO3), C(C1=CC=CC=C1)Br (Benzyl bromide). Run in CC(=O)C (acetone). Product: C(C)(C)(C)OC(=O)NC(C(=O)OCC)CC=1C(=NOC1C(=O)OCC)OCC1=CC=CC=C1 (ethyl (RS)-2-[(tert-butoxycarbonyl)amino]-3-[3-benzyloxy-5-(ethoxycarbonyl)isoxazol-4-yl]propionate), C(C)(C)(C)OC(=O)NC(C(=O)OCC)CC=1C(N(OC1C(=O)OCC)CC1=CC=CC=C1)=O (ethyl (RS)-2-[(tert-butoxycarbonyl)amino]-3-(2-benzyl-5-ethoxycarbonyl-2,3-dihydro-3-oxoisoxazol-4-yl)propionate). The yield is 18.0%. RXN SMILES: [C:1]([O:5][C:6]([NH:8][CH:9]([CH2:15][C:16]1[C:17]([OH:26])=[N:18][O:19][C:20]=1[C:21]([O:23][CH2:24][CH3:25])=[O:22])[C:10]([O:12][CH2:13][CH3:14])=[O:11])=[O:7])([CH3:4])([CH3:3])[CH3:2].C([O-])([O-])=O.[K+].[K+].[CH2:33](Br)[C:34]1[CH:39]=[CH:38][CH:37]=[CH:36][CH:35]=1>CC(C)=O>[C:1]([O:5][C:6]([NH:8][CH:9]([CH2:15][C:16]1[C:17]([O:26][CH2:33][C:34]2[CH:39]=[CH:38][CH:37]=[CH:36][CH:35]=2)=[N:18][O:19][C:20]=1[C:21]([O:23][CH2:24][CH3:25])=[O:22])[C:10]([O:12][CH2:13][CH3:14])=[O:11])=[O:7])([CH3:4])([CH3:2])[CH3:3].[C:1]([O:5][C:6]([NH:8][CH:9]([CH2:15][C:16]1[C:17](=[O:26])[N:18]([CH2:33][C:34]2[CH:39]=[CH:38][CH:37]=[CH:36][CH:35]=2)[O:19][C:20]=1[C:21]([O:23][CH2:24][CH3:25])=[O:22])[C:10]([O:12][CH2:13][CH3:14])=[O:11])=[O:7])([CH3:4])([CH3:2])[CH3:3] |f:1.2.3|. Procedure: A mixture of ethyl (RS)-2-tert-butoxycarbonylamino-3-(5-ethoxycarbonyl-3-hydroxyisoxazol-4-yl)propionate (3.2 g, 8.6 mmol), K2CO3 (2.4 g, 17.2 mmol) in acetone (40 mL) was heated to reflux temperature. Benzyl bromide (2.2 g, 12.9 mmol) was added, and the mixture was boiled under reflux for 1.5 h. Concentrated in vacuo and subjected to flash chromatography (SiO2, eluent: heptane/ethyl acetate (2:1)) to give ethyl (RS)-2-[(tert-butoxycarbonyl)amino]-3-[3-benzyloxy-5-(ethoxycarbonyl)isoxazol-4-yl]p...